From a dataset of the Open Reaction Database (ORD), a public repository of structured organic reaction records. describe an organic reaction: reactants, conditions, products, and yield Starting materials: COC(=O)C1CCC(C)(O)CN1S(=O)(=O)c1ccc(OCc2ccccc2)cc1, Cc1ccccc1, CCOC(C)=O, Cc1ccc(S(=O)(=O)O)cc1. Product: CC12CCC(C(=O)O1)N(S(=O)(=O)c1ccc(OCc3ccccc3)cc1)C2. Reaction SMILES: [CH3:1][O:2][C:3](=[O:4])[CH:5]1[N:6]([S:13](=[O:14])(=[O:15])[c:16]2[cH:17][cH:18][c:19]([O:22][CH2:23][c:24]3[cH:25][cH:26][cH:27][cH:28][cH:29]3)[cH:20][cH:21]2)[CH2:7][C:8]([CH3:11])([OH:12])[CH2:9][CH2:10]1.[CH3:41][c:42]1[cH:43][cH:44][cH:45][cH:46][cH:47]1.[CH3:48][CH2:49][O:50][C:51](=[O:52])[CH3:53].[c:30]1([CH3:31])[cH:32][cH:33][c:34]([S:35]([OH:36])(=[O:37])=[O:38])[cH:39][cH:40]1>>[O:2]=[C:3]1[CH:5]2[N:6]([S:13](=[O:14])(=[O:15])[c:16]3[cH:17][cH:18][c:19]([O:22][CH2:23][c:24]4[cH:25][cH:26][cH:27][cH:28][cH:29]4)[cH:20][cH:21]3)[CH2:7][C:8]([CH3:11])([CH2:9][CH2:10]2)[O:12]1. The reactants are BrC=1C=NC=CC1C (3-bromo-4-methylpyridine), C(CCC)[Li] (n-butyl lithium), O (Water), C(C)(C)OB(OC(C)C)OC(C)C (triisopropylborate). Solvent: CCOCC (ether), CCCCCC (hexane), CCOCC (ether). Run at time 30 minute. Product: CC1=C(C=NC=C1)B(O)O (4-Methyl-3-pyridinylboronic acid). RXN SMILES: Br[C:2]1[CH:3]=[N:4][CH:5]=[CH:6][C:7]=1[CH3:8].C([Li])CCC.C([O:17][B:18](OC(C)C)[O:19]C(C)C)(C)C.O>CCOCC.CCCCCC>[CH3:8][C:7]1[CH:6]=[CH:5][N:4]=[CH:3][C:2]=1[B:18]([OH:19])[OH:17]. Procedure details: A solution of 3-bromo-4-methylpyridine (5.96 g) in ether (20 ml) was added dropwise to n-butyl lithium in hexane (1.57M;22 ml) in ether (100 ml) at -78° under nitrogen. After 10 min stirring at -78° triisopropylborate (10.2 ml) was added during 2 min. The mixture was stirred at -78° for 30min and allowed to warm to room temperature during 2 h. Water (30 ml) was added and the organic layer was extracted with aqueous sodium hydroxide (0.5N; 33 ml). The combined aqueous layers were washed with ethe... The reactants are [OH-].[Na+] (sodium hydroxide), C(C)(C)(C)C=1C=C(C=C(C1O)C(C)(C)C)C1SC(C(N1CCCN(CCOC1=CC2=C(C=C1)OCO2)C)=O)CC(=O)OCC (2-(3, 5-Di-tert-butyl-4-hydroxyphenyl)-3-[3-[N-methyl-N-[2-(3,4-methylenedioxyphenoxy)ethyl]amino]-propyl]-5-ethoxycarbonylmethyl-1,3-thiazolidin-4-one), Cl (hydrochloric acid). Solvent: O (water), C(C)O (ethanol), C(C)O (ethanol). Run at time 8 hour. Product: C(C)(C)(C)C=1C=C(C=C(C1O)C(C)(C)C)C1SC(C(N1CCCN(CCOC1=CC2=C(C=C1)OCO2)C)=O)CC(=O)O (2-(3,5-Di-tert-butyl-4-hydroxyphenyl)-3-[3-[N-methyl-N-[2-(3,4-methylenedioxyphenoxy)ethyl]-amino]propyl]-5-carboxymethyl-1,3-thiazolidin-4-one). Isolated yield 83.7%. Reaction SMILES: [C:1]([C:5]1[CH:6]=[C:7]([CH:16]2[N:20]([CH2:21][CH2:22][CH2:23][N:24]([CH3:37])[CH2:25][CH2:26][O:27][C:28]3[CH:33]=[CH:32][C:31]4[O:34][CH2:35][O:36][C:30]=4[CH:29]=3)[C:19](=[O:38])[CH:18]([CH2:39][C:40]([O:42]CC)=[O:41])[S:17]2)[CH:8]=[C:9]([C:12]([CH3:15])([CH3:14])[CH3:13])[C:10]=1[OH:11])([CH3:4])([CH3:3])[CH3:2].[OH-].[Na+].Cl>C(O)C.O>[C:12]([C:9]1[CH:8]=[C:7]([CH:16]2[N:20]([CH2:21][CH2:22][CH2:23][N:24]([CH3:37])[CH2:25][CH2:26][O:27][C:28]3[CH:33]=[CH:32][C:31]4[O:34][CH2:35][O:36][C:30]=4[CH:29]=3)[C:19](=[O:38])[CH:18]([CH2:39][C:40]([OH:42])=[O:41])[S:17]2)[CH:6]=[C:5]([C:1]([CH3:3])([CH3:2])[CH3:4])[C:10]=1[OH:11])([CH3:13])([CH3:14])[CH3:15] |f:1.2|. Procedure: In ethanol (5 ml) was dissolved 2-(3,5-di-tert-butyl-4-hydroxyphenyl)-3-[3-[N-methyl-N-[2-(3,4-methylenedioxyphenoxy)ethyl]amino]propyl]-5-ethoxycarbonylmethyl-1,3thiazolidin-4-one (100 mg) prepared in Example 46, and a solution of sodium hydroxide (200 mg) in 20% water-containing ethanol was added, then the mixture was stirred at room temperature overnight. After completion of the reaction, the mixture was neutralized with 1N hydrochloric acid and concentrated under reduced pressure. To the res... Reactants: C(C)(C)(C)OC(COC1=CC=CC=2[C@@H](CCCC12)NS(=O)(=O)C1=CC=C(C=C1)C1=CC=C(C=C1)C)=O ([(R)-5-(4′-methyl-biphenyl-4-sulfonylamino)-5,6,7,8-tetrahydro-naphthalen-1-yloxy]-acetic acid tert-butyl ester), FC(C(=O)O)(F)F (trifluoroacetic acid). Solvent: ClCCl (dichloromethane). Yields the product CC1=CC=C(C=C1)C1=CC=C(C=C1)S(=O)(=O)N[C@H]1C=2C=CC=C(C2CCC1)OCC(=O)O ([(R)-5-(4′-methyl-biphenyl-4-sulfonylamino)-5,6,7,8-tetrahydro-naphthalen-1-yloxy]-acetic acid). The yield is 9.5%. RXN SMILES: C([O:5][C:6](=[O:36])[CH2:7][O:8][C:9]1[C:18]2[CH2:17][CH2:16][CH2:15][C@@H:14]([NH:19][S:20]([C:23]3[CH:28]=[CH:27][C:26]([C:29]4[CH:34]=[CH:33][C:32]([CH3:35])=[CH:31][CH:30]=4)=[CH:25][CH:24]=3)(=[O:22])=[O:21])[C:13]=2[CH:12]=[CH:11][CH:10]=1)(C)(C)C.FC(F)(F)C(O)=O>ClCCl>[CH3:35][C:32]1[CH:33]=[CH:34][C:29]([C:26]2[CH:25]=[CH:24][C:23]([S:20]([NH:19][C@@H:14]3[CH2:15][CH2:16][CH2:17][C:18]4[C:9]([O:8][CH2:7][C:6]([OH:36])=[O:5])=[CH:10][CH:11]=[CH:12][C:13]3=4)(=[O:22])=[O:21])=[CH:28][CH:27]=2)=[CH:30][CH:31]=1. Reported procedure: The crude [(R)-5-(4′-methyl-biphenyl-4-sulfonylamino)-5,6,7,8-tetrahydro-naphthalen-1-yloxy]-acetic acid tert-butyl ester was treated with 10% trifluoroacetic acid (0.02 mL) in dichloromethane (1 mL) at room temperature for 2 hours. The mixture was concentrated in vacuo. The residue was purified by reverse phase HPLC (Pursuit C-18, 20×150 mm, water/acetonitrile/0.05% trifluoroacetic acid) to give [(R)-5-(4′-methyl-biphenyl-4-sulfonylamino)-5,6,7,8-tetrahydro-naphthalen-1-yloxy]-acetic acid (4.3 ...